Dataset: the Open Reaction Database (ORD), a public repository of structured organic reaction records. Task: describe an organic reaction: reactants, conditions, products, and yield Reactants: COC(=O)C=Cc1ccccc1, [Na+], [OH-], O. Yields the product O=C([O-])C=Cc1ccccc1, [Na+]. As a reaction SMILES: [C:1]([CH:2]=[CH:3][c:4]1[cH:5][cH:6][cH:7][cH:8][cH:9]1)(=[O:10])[O:11][CH3:12].[Na+:14].[OH-:13].[OH2:15]>>[C:1]([CH:2]=[CH:3][c:4]1[cH:5][cH:6][cH:7][cH:8][cH:9]1)(=[O:10])[O-:11].[Na+:14]. Starting materials: BrC=1C=C(C(=NC1)N1CCC(CC1)CC(=O)N1CCN(CCC1)C)[N+](=O)[O-] (2-(5′-bromo-3′-nitro-3,4,5,6-tetrahydro-2H-[1,2′]bipyridinyl-4-yl)-1-(4-methyl-[1,4]diazepan-1-yl)-ethanone), [OH-].[K+] (potassium hydroxide), S(=O)([O-])S(=O)[O-].[Na+].[Na+] (sodium hydrosulfite), solution, Cl (hydrochloric acid). Run in O (water). Reaction conditions: temperature 60 celsius. Yields the product NC=1C(=NC=C(C1)Br)N1CCC(CC1)CC(=O)N1CCN(CCC1)C (2-(3′-amino-5′-bromo-3,4,5,6-tetrahydro-2H-[1,2′]bipyridinyl-4-yl)-1-(4-methyl-[1,4]diazepan-1-yl)-ethanone). Yield: 56.3%. RXN SMILES: [Br:1][C:2]1[CH:3]=[C:4]([N+:25]([O-])=O)[C:5]([N:8]2[CH2:13][CH2:12][CH:11]([CH2:14][C:15]([N:17]3[CH2:23][CH2:22][CH2:21][N:20]([CH3:24])[CH2:19][CH2:18]3)=[O:16])[CH2:10][CH2:9]2)=[N:6][CH:7]=1.[OH-].[K+].S(S([O-])=O)([O-])=O.[Na+].[Na+].Cl>O>[NH2:25][C:4]1[C:5]([N:8]2[CH2:9][CH2:10][CH:11]([CH2:14][C:15]([N:17]3[CH2:23][CH2:22][CH2:21][N:20]([CH3:24])[CH2:19][CH2:18]3)=[O:16])[CH2:12][CH2:13]2)=[N:6][CH:7]=[C:2]([Br:1])[CH:3]=1 |f:1.2,3.4.5|. Procedure: To a mixture of 0.500 g (1.13 mmol) of 2-(5′-bromo-3′-nitro-3,4,5,6-tetrahydro-2H-[1,2′]bipyridinyl-4-yl)-1-(4-methyl-[1,4]diazepan-1-yl)-ethanone in water (25 mL) is added 1.0 g (17 mmol) of potassium hydroxide followed by 1.2 g (11 mmol) of sodium hydrosulfite. The mixture is heated at 60° C. for 4 hours then cooled to room temperature and the pH of the solution adjusted to neutral by the addition of a 2 N solution of hydrochloric acid. The mixture is extracted with a 3:1 mixture of methylene ...